The task is: describe an organic reaction: reactants, conditions, products, and yield. This data is from the Open Reaction Database (ORD), a public repository of structured organic reaction records. Reaction SMILES: [C:1]12([O:11][c:12]3[cH:13][cH:14][c:15]([NH2:16])[cH:17][cH:18]3)[CH2:2][CH:3]3[CH2:4][CH:5]([CH2:6][CH:7]([CH2:8]1)[CH2:9]3)[CH2:10]2.[CH2:31]1[O:32][CH2:33][CH2:34][CH2:35]1.[CH3:19][CH2:20][CH2:21][CH2:22][Li:23].[CH3:36][CH2:37][CH2:38][CH2:39][CH2:40][CH3:41].[Cl:24][CH2:25][CH2:26][O:27][CH2:28][CH2:29][Cl:30]>>[C:1]12([O:11][c:12]3[cH:13][cH:14][c:15]([N:16]4[CH2:25][CH2:26][O:27][CH2:28][CH2:29]4)[cH:17][cH:18]3)[CH2:2][CH:3]3[CH2:4][CH:5]([CH2:6][CH:7]([CH2:8]1)[CH2:9]3)[CH2:10]2. Reactants: Nc1ccc(OC23CC4CC(CC(C4)C2)C3)cc1, C1CCOC1, [Li]CCCC, CCCCCC, ClCCOCCCl. Yields the product c1cc(N2CCOCC2)ccc1OC12CC3CC(CC(C3)C1)C2. Reactants: CC1=NN=C(O1)C1=CC2=C(N=CNC2=O)C=N1 (6-(5-Methyl-1,3,4-oxadiazol-2-yl)-pyrido[3,4-d]pyrimidin-4-one), P(=O)(Cl)(Cl)Cl (phosphorus oxychloride). Conditions: time 1 hour. Yields the product ClC=1C2=C(N=CN1)C=NC(=C2)C=2OC(=NN2)C (4-Chloro-6-(5-methyl-1,3,4-oxadiazol-2-yl)-pyrido[3,4-d]pyrimidine). RXN SMILES: [CH3:1][C:2]1[O:6][C:5]([C:7]2[N:17]=[CH:16][C:10]3[N:11]=[CH:12][NH:13][C:14](=O)[C:9]=3[CH:8]=2)=[N:4][N:3]=1.P(Cl)(Cl)([Cl:20])=O>>[Cl:20][C:14]1[C:9]2[CH:8]=[C:7]([C:5]3[O:6][C:2]([CH3:1])=[N:3][N:4]=3)[N:17]=[CH:16][C:10]=2[N:11]=[CH:12][N:13]=1. Reported procedure: 6-(5-Methyl-1,3,4-oxadiazol-2-yl)-pyrido[3,4-d]pyrimidin-4-one (0.5 g) was treated with phosphorus oxychloride at room temperature under N2. After 1 hour at room temperature and 1 hour at 50° C., the mixture was concentrated in vacuo, azeotroping with toluene, then taken up in ethyl acetate, washed with sodium bicarbonate solution, dried and concentrated in vacuo to give the title compound (0.17 g) as an orange solid; δH CDCl3 9.68 (1H,s), 9.30 (1H,s), 8.96 (1H,s), 2.75 (3H,s); m/z (M+1+)248. The reactants are O=C([O-])[O-], CO, COC(=O)c1ccc(OC(F)F)c(OC2CCCC2)c1, [K+], [K+], O. Product: O=C(O)c1ccc(OC(F)F)c(OC2CCCC2)c1. As a reaction SMILES: [C:21](=[O:22])([O-:23])[O-:24].[CH3:28][OH:29].[CH:1]1([O:6][c:7]2[cH:8][c:9]([C:10](=[O:11])[O:12][CH3:13])[cH:14][cH:15][c:16]2[O:17][CH:18]([F:19])[F:20])[CH2:2][CH2:3][CH2:4][CH2:5]1.[K+:25].[K+:26].[OH2:27]>>[CH:1]1([O:6][c:7]2[cH:8][c:9]([C:10](=[O:11])[OH:12])[cH:14][cH:15][c:16]2[O:17][CH:18]([F:19])[F:20])[CH2:2][CH2:3][CH2:4][CH2:5]1. The solvent is O1CCCC1 (tetrahydrofuran). Procedure: 4.2 ml (6.7 mmol) of n-butyllithium in the form of a 1.6 molar solution in hexane are added dropwise to 1.1 g (3.2 mmol) of 2-(3-phenylcyclopentadienyl)-2-fluorenylpropane in 30 ml of tetrahydrofuran at room temperature. The mixture is heated briefly at the boil after 12 hours. After the solvent has been distilled off, the precipitate is washed with 20 ml of pentane. After the pentane has been decanted, 0.74 g (3.2 mmol) of zirconium tetrachloride and 100 ml of pentane are added. The mixture is ... Run at time 3 day. The reactants are C(CCC)[Li] (n-butyllithium), solution, C1(=CC=CC=C1)C1=CC(C=C1)C(C)(C)C1=CC=CC=2C3=CC=CC=C3CC12 (2-(3-phenylcyclopentadienyl)-2-fluorenylpropane), CCCCCC (hexane), [Cl-].[Cl-].[Cl-].[Cl-].[Zr+4] (zirconium tetrachloride), CCCCC (pentane). The product is [Cl-].[Cl-].C(C)(C)=C1C(=C2C(=C3C=CC=CC3=C2C=C1)[Zr+2])C1C=C(C=C1)C1=CC=CC=C1 ([isopropylidene-(3-phenylcyclopentadienyl)-9-fluorenyl]zirconium dichloride). As a reaction SMILES: [CH2:1]([Li])[CH2:2]CC.[C:6]1([C:12]2[CH:16]=[CH:15][CH:14]([C:17](C3C4CC5C(=CC=CC=5)C=4C=CC=3)([CH3:19])[CH3:18])[CH:13]=2)[CH:11]=[CH:10][CH:9]=[CH:8][CH:7]=1.[Cl-:33].[Cl-].[Cl-].[Cl-].[Zr+4:37].[CH3:38][CH2:39][CH2:40][CH2:41][CH3:42].[CH3:43][CH2:44][CH2:45][CH2:46][CH2:47][CH3:48]>O1CCCC1>[Cl-:33].[Cl-:33].[C:17](=[C:14]1[CH:15]=[CH:16][C:12]2[C:6]([C:7]([Zr+2:37])=[C:8]3[C:2]=2[CH:1]=[CH:11][CH:10]=[CH:9]3)=[C:13]1[CH:40]1[CH:41]=[CH:42][C:38]([C:45]2[CH:44]=[CH:43][CH:48]=[CH:47][CH:46]=2)=[CH:39]1)([CH3:18])[CH3:19] |f:2.3.4.5.6,10.11.12|. The reactants are COC([C@@H](NC(C(NC1=CC(=C(C=C1)Cl)Cl)C)=O)CCCCN)=O (N-[N-(3,4-dichlorophenyl)-D,L-alanyl]-L-lysine methyl ester), C(CCCCC)(=O)O (hexanoic acid). Reported procedure: Following General Procedure D and using N-[N-(3,4-dichlorophenyl)-D,L-alanyl]-L-lysine methyl ester (from Example 21 above) and hexanoic acid (Aldrich), the title compound was prepared. The reaction was monitored by tlc (Rf=0.38 in 60% CH2CH2 /10% hexanes/27% EtOAc/3% MeOH) and purification was by flash chromatography using 60% CH2CH2 /10% hexanes/27% EtOAc/3% MeOH as the eluent. Product: COC([C@@H](NC(C(NC1=CC(=C(C=C1)Cl)Cl)C)=O)CCCCNC(CCCCC)=O)=O (N-[N-(3,4-dichlorophenyl)-D,L-alanyl]-Nε-(hexanoyl)-L-lysine methyl ester). As a reaction SMILES: [CH3:1][O:2][C:3](=[O:24])[C@H:4]([CH2:19][CH2:20][CH2:21][CH2:22][NH2:23])[NH:5][C:6](=[O:18])[CH:7]([CH3:17])[NH:8][C:9]1[CH:14]=[CH:13][C:12]([Cl:15])=[C:11]([Cl:16])[CH:10]=1.[C:25](O)(=[O:31])[CH2:26][CH2:27][CH2:28][CH2:29][CH3:30]>>[CH3:1][O:2][C:3](=[O:24])[C@H:4]([CH2:19][CH2:20][CH2:21][CH2:22][NH:23][C:25](=[O:31])[CH2:26][CH2:27][CH2:28][CH2:29][CH3:30])[NH:5][C:6](=[O:18])[CH:7]([CH3:17])[NH:8][C:9]1[CH:14]=[CH:13][C:12]([Cl:15])=[C:11]([Cl:16])[CH:10]=1. Starting materials: C(=O)([O-])[O-].[Na+].[Na+] (Na2CO3), poly(ethylene glycol), BrC1=C(N)C(=CC=C1)F (2-bromo-6-fluoroaniline), 5A, C1(=CC=CC=C1)B(O)O (phenylboronic acid), C(=O)[O-].[NH4+] (HCOONH4), C8. Reagents/catalysts: C(C)(=O)[O-].[Pd+2].C(C)(=O)[O-] (palladium(II) acetate). The solvent is CCOC(=O)C (EtOAc), O (water), CC#N.O (MeCN H2O). Conditions: temperature 50 celsius. The product is FC1=C(C(=CC=C1)C1=CC=CC=C1)N (3-Fluoro-[1,1′-biphenyl]-2-amine). RXN SMILES: C([O-])([O-])=O.[Na+].[Na+].[C:7]1(B(O)O)[CH:12]=[CH:11][CH:10]=[CH:9][CH:8]=1.Br[C:17]1[CH:23]=[CH:22][CH:21]=[C:20]([F:24])[C:18]=1[NH2:19].C([O-])=O.[NH4+]>O.CCOC(C)=O.C([O-])(=O)C.[Pd+2].C([O-])(=O)C.CC#N.O>[F:24][C:20]1[CH:21]=[CH:22][CH:23]=[C:17]([C:7]2[CH:12]=[CH:11][CH:10]=[CH:9][CH:8]=2)[C:18]=1[NH2:19] |f:0.1.2,5.6,9.10.11,12.13|. Procedure details: To a solution of Na2CO3 (1.116 g, 10.53 mmol) in water (15 ml) was added poly(ethylene glycol) 2000 (17 g, 5.26 mmol) followed by palladium(II) acetate (0.024 g, 0.105 mmol). The suspension was heated to 50° C. Once the mixture became clear, phenylboronic acid (0.963 g, 7.89 mmol) followed by 2-bromo-6-fluoroaniline (1 g, 5.26 mmol) were added and heated at 120° C. for 30 min. The mixture was cooled, diluted with EtOAc, washed with water, dried and concentrated. The crude material was purified b... The reactants are ( I ), ClCCN1CCCC1 (N-(2-chloroethyl)pyrrolidine), C(C)(=O)N1CCC(CC1)N(C(=O)NC=1SC(=CN1)SC#N)[C@@H]1CC[C@H](CC1)C (1-(1-acetyl-piperidin-4-yl)-1-(trans-4-methyl-cyclohexyl)-3-(5-thiocyanato-thiazol-2-yl)-urea), SC[C@H](O)[C@H](O)CS (dithioerythritol). Product: C(C)(=O)N1CCC(CC1)N(C(=O)NC=1SC(=CN1)SCCN1CCCC1)[C@@H]1CC[C@H](CC1)C (1-(1-Acetyl-piperidin-4-yl)-1-(trans-4-methyl-cyclohexyl)-3-[5-(2-pyrrolidin-1-yl-ethylsulfanyl)-thiazol-2-yl]-urea). As a reaction SMILES: [C:1]([N:4]1[CH2:9][CH2:8][CH:7]([N:10]([C@H:22]2[CH2:27][CH2:26][C@H:25]([CH3:28])[CH2:24][CH2:23]2)[C:11]([NH:13][C:14]2[S:15][C:16]([S:19][C:20]#N)=[CH:17][N:18]=2)=[O:12])[CH2:6][CH2:5]1)(=[O:3])[CH3:2].SC[C@@H]([C@@H](CS)O)O.ClC[CH2:39][N:40]1[CH2:44][CH2:43][CH2:42][CH2:41]1>>[C:1]([N:4]1[CH2:5][CH2:6][CH:7]([N:10]([C@H:22]2[CH2:27][CH2:26][C@H:25]([CH3:28])[CH2:24][CH2:23]2)[C:11]([NH:13][C:14]2[S:15][C:16]([S:19][CH2:20][CH2:39][N:40]3[CH2:44][CH2:43][CH2:42][CH2:41]3)=[CH:17][N:18]=2)=[O:12])[CH2:8][CH2:9]1)(=[O:3])[CH3:2]. Procedure details: Prepared as described in general procedures (H) and (I) using 1-(1-acetyl-piperidin-4-yl)-1-(trans-4-methyl-cyclohexyl)-3-(5-thiocyanato-thiazol-2-yl)-urea, dithioerythritol and N-(2-chloroethyl)pyrrolidine The reactants are BrB(Br)Br, COc1ccc(-c2ccc(Cl)nn2)cc1, ClCCl. Product: Oc1ccc(-c2ccc(Cl)nn2)cc1. As a reaction SMILES: [B:16]([Br:17])([Br:18])[Br:19].[Cl:1][c:2]1[n:3][n:4][c:5](-[c:8]2[cH:9][cH:10][c:11]([O:14][CH3:15])[cH:12][cH:13]2)[cH:6][cH:7]1.[Cl:20][CH2:21][Cl:22]>>[Cl:1][c:2]1[n:3][n:4][c:5](-[c:8]2[cH:9][cH:10][c:11]([OH:14])[cH:12][cH:13]2)[cH:6][cH:7]1. The reactants are NC1=CC=C2C(=C(N(C2=C1)CC1=NC=CC=C1)C(C)C)C(=O)NCC1=CC(=C(C=C1)F)F (6-amino-N-(3,4-difluorobenzyl)-2-isopropyl-1-(pyridin-2-ylmethyl)-1H-indole-3-carboxamide), NC1=CC=C2C(=C(N(C2=C1)CC1=NC=CC=C1)C(C)C)C(=O)NCC1=CC(=C(C=C1)F)F (6-amino-N-(3,4-difluorobenzyl)-2-isopropyl-1-(pyridin-2-ylmethyl)-1H-indole-3-carboxamide), ClCCN=C=O (chloroethyl isocyanate). The solvent is C(Cl)Cl (CH2Cl2). Conditions: time 16 hour. Yields the product FC=1C=C(CNC(=O)C2=C(N(C3=CC(=CC=C23)NC=2OCCN2)CC2=NC=CC=C2)C(C)C)C=CC1F (N-(3,4-Difluorobenzyl)-6-(4,5-dihydrooxazol-2-ylamino)-2-isopropyl-1-(pyridin-2-ylmethyl)-1H-indole-3-carboxamide). RXN SMILES: [NH2:1][C:2]1[CH:10]=[C:9]2[C:5]([C:6]([C:21]([NH:23][CH2:24][C:25]3[CH:30]=[CH:29][C:28]([F:31])=[C:27]([F:32])[CH:26]=3)=[O:22])=[C:7]([CH:18]([CH3:20])[CH3:19])[N:8]2[CH2:11][C:12]2[CH:17]=[CH:16][CH:15]=[CH:14][N:13]=2)=[CH:4][CH:3]=1.Cl[CH2:34][CH2:35][N:36]=[C:37]=[O:38]>C(Cl)Cl>[F:32][C:27]1[CH:26]=[C:25]([CH:30]=[CH:29][C:28]=1[F:31])[CH2:24][NH:23][C:21]([C:6]1[C:5]2[C:9](=[CH:10][C:2]([NH:1][C:37]3[O:38][CH2:34][CH2:35][N:36]=3)=[CH:3][CH:4]=2)[N:8]([CH2:11][C:12]2[CH:17]=[CH:16][CH:15]=[CH:14][N:13]=2)[C:7]=1[CH:18]([CH3:20])[CH3:19])=[O:22]. Procedure details: To a solution of 6-amino-N-(3,4-difluorobenzyl)-2-isopropyl-1-(pyridin-2-ylmethyl)-1H-indole-3-carboxamide (Compound 182, 48 mg, 0.11 mmol) in CH2Cl2 (1 ml) was added chloroethyl isocyanate (10 μl, 0.12 mmol). The reaction was stirred at room temperature for 16 h, and the solvent was removed. To the residue was added H2O and the mixture was heated at 80° C. for 3 h, diluted with EtOAc, washed with aqueous K2CO3 and brine, dried over Na2SO4, and concentrated in vacuo. The residue was purified by ...